Dataset: the Open Reaction Database (ORD), a public repository of structured organic reaction records. Task: describe an organic reaction: reactants, conditions, products, and yield The reactants are [BH4-].[Na+] (NaBH4), BrC1=CN=CC=2C(CCCC12)=O (4-Bromo-6,7-dihydroisoquinolin-8(5H)-one), N (ammonia), solution, CO (MeOH). Reagents/catalysts: CC([O-])C.[Ti+4].CC([O-])C.CC([O-])C.CC([O-])C (titanium (IV) isopropoxide). Run at temperature 0 celsius, time 2 hour. Product: BrC1=CN=CC=2C(CCCC12)N ((rac)-4-Bromo-5,6,7,8-tetrahydroisoquinolin-8-amine). Isolated yield 85.0%. As a reaction SMILES: [Br:1][C:2]1[C:11]2[CH2:10][CH2:9][CH2:8][C:7](=O)[C:6]=2[CH:5]=[N:4][CH:3]=1.[NH3:13].CO.[BH4-].[Na+]>CC(C)[O-].[Ti+4].CC(C)[O-].CC(C)[O-].CC(C)[O-]>[Br:1][C:2]1[C:11]2[CH2:10][CH2:9][CH2:8][CH:7]([NH2:13])[C:6]=2[CH:5]=[N:4][CH:3]=1 |f:3.4,5.6.7.8.9|. Procedure: 4-Bromo-6,7-dihydroisoquinolin-8(5H)-one (4.81 g, 21.3 mmol), titanium (IV) isopropoxide (12.5 mL, 42.6 mmol) and ammonia, 2.0 M solution in MeOH (53.2 mL, 106 mmol) were stirred at RT for 5 h. The reaction was cooled to 0° C. and NaBH4 (1.21 g, 31.9 mmol) was added portionwise over 10 min; the resulting mixture was stirred at RT for an additional 2 h. The reaction was quenched by pouring it into aq. ammonium hydroxide (25%), the precipitate was filtered and washed with EtOAc (3×, each time susp... Reactants: COC(=O)CO, CC(C)n1ncnc1-c1cn2c(n1)-c1cnc(O)cc1OCC2. Product: COC(=O)COc1cc2c(cn1)-c1nc(-c3ncnn3C(C)C)cn1CCO2. RXN SMILES: [CH3:24][O:25][C:26]([CH2:27][OH:28])=[O:29].[CH:1]([CH3:2])([CH3:3])[n:4]1[n:5][cH:6][n:7][c:8]1-[c:9]1[cH:10][n:11]2[c:17]([n:18]1)-[c:16]1[c:15]([cH:22][c:21]([OH:23])[n:20][cH:19]1)[O:14][CH2:13][CH2:12]2>>[CH:1]([CH3:2])([CH3:3])[n:4]1[n:5][cH:6][n:7][c:8]1-[c:9]1[cH:10][n:11]2[c:17]([n:18]1)-[c:16]1[c:15]([cH:22][c:21]([O:23][CH2:27][C:26]([O:25][CH3:24])=[O:29])[n:20][cH:19]1)[O:14][CH2:13][CH2:12]2. Starting materials: ClCCOC1=CC=C2C=CN(C(C2=C1)=O)C=1C=C(C(=O)O)C=CC1C (3-[7-(2-chloroethoxy)-1-oxoisoquinolin-2(1H)-yl]-4-methylbenzoic acid), CCN(C(C)C)C(C)C (DIPEA), [I-].[K+] (potassium iodide), CNC(C)C (N-methylisopropylamine), [N-]=C=O (isocyanate). The solvent is CC(=O)N(C)C (DMA), C(Cl)Cl (methylene chloride). Conditions: time 18 hour. Yields the product C(C)(C)N(CCOC1=CC=C2C=CN(C(C2=C1)=O)C=1C=C(C(=O)O)C=CC1C)C (3-[7-{2-[isopropyl(methyl)amino]ethoxy}-1-oxoisoquinolin-2(1H)-yl]-4-methylbenzoic acid). Reaction SMILES: Cl[CH2:2][CH2:3][O:4][C:5]1[CH:14]=[C:13]2[C:8]([CH:9]=[CH:10][N:11]([C:16]3[CH:17]=[C:18]([CH:22]=[CH:23][C:24]=3[CH3:25])[C:19]([OH:21])=[O:20])[C:12]2=[O:15])=[CH:7][CH:6]=1.C[CH2:27][N:28](C(C)C)[CH:29]([CH3:31])[CH3:30].[I-].[K+].CNC(C)C.[N-]=C=O>CC(N(C)C)=O.C(Cl)Cl>[CH:29]([N:28]([CH3:27])[CH2:2][CH2:3][O:4][C:5]1[CH:14]=[C:13]2[C:8]([CH:9]=[CH:10][N:11]([C:16]3[CH:17]=[C:18]([CH:22]=[CH:23][C:24]=3[CH3:25])[C:19]([OH:21])=[O:20])[C:12]2=[O:15])=[CH:7][CH:6]=1)([CH3:31])[CH3:30] |f:2.3|. Reported procedure: 3-[7-(2-chloroethoxy)-1-oxoisoquinolin-2(1H)-yl]-4-methylbenzoic acid (504 mg), DIPEA (0.7 ml), potassium iodide (332 mg) and N-methylisopropylamine (0.42 ml) in DMA (4 ml) was heated under microwave irradiation conditions (Personal Chemistry Emrys Optimizer with 300 W magnetron) at 120° C. for 30 minutes. The mixture was diluted with methylene chloride (25 ml), isocyanate resin (CombiZorb) (7.67 g) was added and stirred at room temperature for 18 hours. The resin was removed by filtration and t... Reactants: COCCl (chloromethyl methyl ether), C(C)C=1C(=C(C(=O)O)C(=CC1)C)O (ethyl 2-hydroxy-6-methylbenzoic acid), C(C)(C)N(CC)C(C)C (diisopropylethylamine), COCCl (Chloromethyl methyl ether). The solvent is ClCCl (dichloromethane). Conditions: time 8 hour. Yields the product C(C)C=1C(=C(C(=O)O)C(=CC1)C)OCOC (Ethyl 2-methoxymethoxy-6-methylbenzoic acid). The yield is 111.7%. RXN SMILES: [CH2:1]([C:3]1[C:4]([OH:13])=[C:5]([C:9]([CH3:12])=[CH:10][CH:11]=1)[C:6]([OH:8])=[O:7])[CH3:2].C(N(C(C)C)CC)(C)C.[CH3:23][O:24][CH2:25]Cl>ClCCl>[CH2:1]([C:3]1[C:4]([O:13][CH2:23][O:24][CH3:25])=[C:5]([C:9]([CH3:12])=[CH:10][CH:11]=1)[C:6]([OH:8])=[O:7])[CH3:2]. Procedure details: A solution of ethyl 2-hydroxy-6-methylbenzoic acid (4.56 g, 25.3 mmol) and diisopropylethylamine (13.2 ml, 76 mmol) in dry dichloromethane (30 ml) was cooled in an ice-bath. Chloromethyl methyl ether (3.83 ml, 50.6 mmol) was added slowly and the mixture was allowed stand at 0° C., warning slowly to room temperature. After 36 h a further portion of chloromethyl methyl ether (1.9 ml) was added and the mixture was left at room temperature overnight. The mixture was then washed with 10% citric acid,... Reactants: CSCCn1c(Cn2nnc3ccccc32)nc2ccccc21, CN(C)C=O, CCOC(C)=O, [Mg], O, O, O, O, O, O, O=c1ooooc(=O)c2ccccc12. Yields the product CS(=O)(=O)CCn1c(Cn2nnc3ccccc32)nc2ccccc21. RXN SMILES: [CH3:1][S:2][CH2:3][CH2:4][n:5]1[c:6]([CH2:14][n:15]2[n:16][n:17][c:18]3[c:19]2[cH:20][cH:21][cH:22][cH:23]3)[n:7][c:8]2[c:9]1[cH:10][cH:11][cH:12][cH:13]2.[CH3:45][N:46]([CH3:47])[CH:48]=[O:49].[CH3:50][CH2:51][O:52][C:53]([CH3:54])=[O:55].[Mg:44].[OH2:24].[OH2:25].[OH2:26].[OH2:27].[OH2:28].[OH2:29].[c:30]1(=[O:31])[o:32][o:33][o:34][o:35][c:36](=[O:37])[c:38]2[cH:39][cH:40][cH:41][cH:42][c:43]12>>[CH3:1][S:2]([CH2:3][CH2:4][n:5]1[c:6]([CH2:14][n:15]2[n:16][n:17][c:18]3[c:19]2[cH:20][cH:21][cH:22][cH:23]3)[n:7][c:8]2[c:9]1[cH:10][cH:11][cH:12][cH:13]2)(=[O:24])=[O:25]. Yields the product Cc1cc(C)c(CNC(=O)c2cc(N3CCC(CN(C)C)CC3)cc3c2c(C)cn3C(C)C)c(=O)[nH]1. As a reaction SMILES: [CH2:55]([Cl:56])[CH2:57][Cl:58].[CH3:1][N:2]([CH3:3])[CH2:4][CH:5]1[CH2:6][CH2:7][N:8]([c:11]2[cH:12][c:13]([C:24](=[O:25])[OH:26])[c:14]3[c:15]([CH3:23])[cH:16][n:17]([CH:20]([CH3:21])[CH3:22])[c:18]3[cH:19]2)[CH2:9][CH2:10]1.[CH3:38][N:39]1[CH2:40][CH2:41][O:42][CH2:43][CH2:44]1.[CH3:59][S:60](=[O:61])[CH3:62].[NH2:27][CH2:28][c:29]1[c:30](=[O:37])[nH:31][c:32]([CH3:36])[cH:33][c:34]1[CH3:35].[OH:45][n:46]1[c:47]2[n:48][cH:49][cH:50][cH:51][c:52]2[n:53][n:54]1>>[CH3:1][N:2]([CH3:3])[CH2:4][CH:5]1[CH2:6][CH2:7][N:8]([c:11]2[cH:12][c:13]([C:24](=[O:25])[NH:27][CH2:28][c:29]3[c:30](=[O:37])[nH:31][c:32]([CH3:36])[cH:33][c:34]3[CH3:35])[c:14]3[c:15]([CH3:23])[cH:16][n:17]([CH:20]([CH3:21])[CH3:22])[c:18]3[cH:19]2)[CH2:9][CH2:10]1. The reactants are ClCCCl, Cc1cn(C(C)C)c2cc(N3CCC(CN(C)C)CC3)cc(C(=O)O)c12, CN1CCOCC1, CS(C)=O, Cc1cc(C)c(CN)c(=O)[nH]1, On1nnc2cccnc21. Reactants: S(=O)(=O)([O-])[O-].[Mg+2] (magnesium sulfate), ClC=1C=C(OC2=C(C#N)C=CC=N2)C=CC1 (2-(3-Chloro-phenoxy)-nicotinonitrile), OO (hydrogen peroxide), [OH-].[K+] (potassium hydroxide). The solvent is C(C)O (ethanol), C(C)(=O)OCC (ethyl acetate). Conditions: temperature 0 celsius. Yields the product ClC=1C=C(OC2=C(C(=O)N)C=CC=N2)C=CC1 (2-(3-Chloro-phenoxy)-nicotinamide). RXN SMILES: [Cl:1][C:2]1[CH:3]=[C:4]([CH:14]=[CH:15][CH:16]=1)[O:5][C:6]1[N:13]=[CH:12][CH:11]=[CH:10][C:7]=1[C:8]#[N:9].OO.[OH-].[K+].S([O-])([O-])(=O)=[O:22].[Mg+2]>C(O)C.C(OCC)(=O)C>[Cl:1][C:2]1[CH:3]=[C:4]([CH:14]=[CH:15][CH:16]=1)[O:5][C:6]1[N:13]=[CH:12][CH:11]=[CH:10][C:7]=1[C:8]([NH2:9])=[O:22] |f:2.3,4.5|. Procedure: A solution of 2-(3-Chloro-phenoxy)-nicotinonitrile (7.81 grams, 33.9 mmole), 3% hydrogen peroxide (190 ml, 169 mmole) and 50% potassium hydroxide (380 ml, 3.39 mmole) in ethanol (100 ml) was stirred at 70° C. over night. The mixture was concentrated to 250 ml and cooled to 0° C. A solid was isolated by filtration, dissolved in ethyl acetate, dired over magnesium sulfate and concentrated to a white solid (6.51 g). M.P. 225-228° C.; MW 248.67; MS (m/e) 250 (M++1).